Dataset: the Open Reaction Database (ORD), a public repository of structured organic reaction records. Task: describe an organic reaction: reactants, conditions, products, and yield Starting materials: ClC=1C(N(C=C(N1)Cl)[C@@H](CC)COC)=O (3,5-dichloro-1-[(1S)-1-(methoxymethyl)propyl]-2(1H)-pyrazinone), Cl.BrC=1C=C(C=C2CCNC12)OC (7-bromo-5-methoxyindoline hydrochloride). Yields the product BrC=1C=C(C=C2CCN(C12)C=1C(N(C=C(N1)Cl)[C@@H](CC)COC)=O)OC (3-(7-Bromo-5-methoxy-2,3-dihydro-1H-indol-1-yl)-5-chloro-1-[(1S)-1-(methoxymethyl)propyl]-2(1H)-pyrazinone). RXN SMILES: Cl[C:2]1[C:3](=[O:15])[N:4]([C@H:9]([CH2:12][O:13][CH3:14])[CH2:10][CH3:11])[CH:5]=[C:6]([Cl:8])[N:7]=1.Cl.[Br:17][C:18]1[CH:19]=[C:20]([O:27][CH3:28])[CH:21]=[C:22]2[C:26]=1[NH:25][CH2:24][CH2:23]2>>[Br:17][C:18]1[CH:19]=[C:20]([O:27][CH3:28])[CH:21]=[C:22]2[C:26]=1[N:25]([C:2]1[C:3](=[O:15])[N:4]([C@H:9]([CH2:12][O:13][CH3:14])[CH2:10][CH3:11])[CH:5]=[C:6]([Cl:8])[N:7]=1)[CH2:24][CH2:23]2 |f:1.2|. Procedure: Prepared in a similar fashion as described for Example 413 using 3,5-dichloro-1-[(1S)-1-(methoxymethyl)propyl]-2(1H)-pyrazinone and 7-bromo-5-methoxyindoline hydrochloride as the starting materials. mp 100–102° C.; 1H NMR (300 MHz, CDCl3): δ 7.00 (s, 1 H), 6.92 (d, J=2.5 Hz, 1 H), 6.78 (d, J=2.6 Hz, 1 H), 4.99–4.90 (m, 1 H), 4.35 (t, J=7.7 Hz, 2 H), 3.78 (s, 3 H), 3.67 (dd, J=10.6, 5.7 Hz, 1 H), 3.56 (dd, J=10.6, 3.5 Hz, 1 H), 3.35 (s, 3 H), 3.10 (t, J=7.7 Hz, 2 H), 1.92–1.72 (m, 2 H), 0.93 (t, ... Starting materials: COC(=O)C1(CCC1)SC1=C(C=C(C(=C1)N)F)Cl (1-(5-amino-2-chloro-4-fluorophenylthio)-cyclobutanecarboxylic acid methyl ester), C1(C2=C(C(=O)O1)CCCC2)=O (3,4,5,6-tetrahydrophthalic anhydride), ice water. Run in C(C)(=O)O (acetic acid). Yields the product COC(=O)C1(CCC1)SC1=C(C=C(C(=C1)N1C(C2=CCCCC2C1=O)=O)F)Cl (1-[2-chloro-4-fluoro-5-(1,2,3,4,5,6-hexahydro-1,3-dioxo-isoindolyl)-phenylthio]-cyclobutanecarboxylic acid methyl ester). Yield: 62.1%. RXN SMILES: [CH3:1][O:2][C:3]([C:5]1([S:9][C:10]2[CH:15]=[C:14]([NH2:16])[C:13]([F:17])=[CH:12][C:11]=2[Cl:18])[CH2:8][CH2:7][CH2:6]1)=[O:4].[C:19]1(=O)[O:24][C:22](=[O:23])[C:21]2[CH2:25][CH2:26][CH2:27][CH2:28][C:20]1=2>C(O)(=O)C>[CH3:1][O:2][C:3]([C:5]1([S:9][C:10]2[CH:15]=[C:14]([N:16]3[C:22](=[O:23])[CH:21]4[C:20](=[CH:28][CH2:27][CH2:26][CH2:25]4)[C:19]3=[O:24])[C:13]([F:17])=[CH:12][C:11]=2[Cl:18])[CH2:8][CH2:7][CH2:6]1)=[O:4]. Procedure details: A mixture of 4.4 g of 1-(5-amino-2-chloro-4-fluorophenylthio)-cyclobutanecarboxylic acid methyl ester and 2.4 g of 3,4,5,6-tetrahydrophthalic anhydride in 60 ml of glacial acetic acid is heated under reflux for 5 hours while stirring. The reaction mixture is then introduced into ice-water and the resulting glutinous product is extracted with ethyl acetate. After drying the organic phase over sodium sulfate and concentrating by evaporation in vacuo, petroleum ether is added to the resulting resid... Starting materials: C(CCCCCCC)C#N (octyl cyanide), OCCN (2-hydroxyethyl amine). Reagents/catalysts: C(C)(=O)[O-].[Zn+2].C(C)(=O)[O-] (zinc acetate). Solvent: C(CCC)O (1-butanol). Conditions: temperature 120 celsius. Yields the product C(CCCCCCC)C=1OCCN1 (2-octyl-2-oxazoline). The yield is 46.6%. Reaction SMILES: [CH2:1]([C:9]#[N:10])[CH2:2][CH2:3][CH2:4][CH2:5][CH2:6][CH2:7][CH3:8].[OH:11][CH2:12][CH2:13]N>C([O-])(=O)C.[Zn+2].C([O-])(=O)C.C(O)CCC>[CH2:1]([C:9]1[O:11][CH2:12][CH2:13][N:10]=1)[CH2:2][CH2:3][CH2:4][CH2:5][CH2:6][CH2:7][CH3:8] |f:2.3.4|. Reported procedure: A mixture of octyl cyanide (75.0 g, 0.539 mol), anhydrous zinc acetate (2.47 g, 0.0134 mol) and 1-butanol (270 ml) was stirred at 120° C. under nitrogen. To this mixture was dropwisely added 2-hydroxyethyl amine (39.5 g, 0.647 mol) in 20 min., and the resulting mixture was stirred at 120° C. for 40 h. The resulting admixture was distilled under reduced pressure three times. The fraction at 75°-80° C./0.2 mmHg was collected to give 2-octyl-2-oxazoline as a colorless liquid (46 g, 47% yield). The ... Reactants: O=C([O-])[O-], C#CCBr, CSc1ccc(-c2n[nH]c(C(F)(F)F)c2-c2ccc(F)cc2)cc1, [K+], [K+], CN(C)C=O. Yields the product C#CCn1nc(-c2ccc(SC)cc2)c(-c2ccc(F)cc2)c1C(F)(F)F. RXN SMILES: [C:25](=[O:26])([O-:27])[O-:28].[CH2:31]([C:32]#[CH:33])[Br:34].[F:1][c:2]1[cH:3][cH:4][c:5](-[c:8]2[c:9](-[c:17]3[cH:18][cH:19][c:20]([S:23][CH3:24])[cH:21][cH:22]3)[n:10][nH:11][c:12]2[C:13]([F:14])([F:15])[F:16])[cH:6][cH:7]1.[K+:29].[K+:30].[O:35]=[CH:36][N:37]([CH3:38])[CH3:39]>>[F:1][c:2]1[cH:3][cH:4][c:5](-[c:8]2[c:9](-[c:17]3[cH:18][cH:19][c:20]([S:23][CH3:24])[cH:21][cH:22]3)[n:10][n:11]([CH2:33][C:32]#[CH:31])[c:12]2[C:13]([F:14])([F:15])[F:16])[cH:6][cH:7]1. The reactants are Cc1nc(N2CCN(Cc3ccccc3)C2=O)sc1C(=O)O, Cc1nc(N2CC(Cc3ccccc3)NC2=O)sc1C(=O)O, NCc1ccccc1. Product: Cc1nc(N2CC(Cc3ccccc3)NC2=O)sc1C(=O)NCc1ccccc1. Reaction SMILES: [CH2:1]([c:2]1[cH:3][cH:4][cH:5][cH:6][cH:7]1)[N:8]1[CH2:9][CH2:10][N:11]([c:12]2[s:13][c:14]([C:15]([OH:16])=[O:17])[c:18]([CH3:19])[n:20]2)[C:21]1=[O:22].[CH2:23]([c:24]1[cH:25][cH:26][cH:27][cH:28][cH:29]1)[CH:30]1[NH:31][C:32](=[O:44])[N:33]([c:35]2[s:36][c:37]([C:41](=[O:42])[OH:43])[c:38]([CH3:40])[n:39]2)[CH2:34]1.[NH2:45][CH2:46][c:47]1[cH:48][cH:49][cH:50][cH:51][cH:52]1>>[CH2:1]([c:2]1[cH:3][cH:4][cH:5][cH:6][cH:7]1)[NH:8][C:41]([c:37]1[s:36][c:35]([N:33]2[C:32](=[O:44])[NH:31][CH:30]([CH2:23][c:24]3[cH:25][cH:26][cH:27][cH:28][cH:29]3)[CH2:34]2)[n:39][c:38]1[CH3:40])=[O:43].